The task is: describe an organic reaction: reactants, conditions, products, and yield. This data is from the Open Reaction Database (ORD), a public repository of structured organic reaction records. Starting materials: C1(=CC=C(C=C1)S(=O)(=O)O)C (p-Toluenesulfonic acid), CC1=CC=C(N)C=C1 (p-methylaniline), C(CC(=O)C)(=O)OCC (ethyl acetoacetate). Solvent: C1=CC=CC=C1 (benzene). Product: C(C)OC(C=C(C)NC1=CC=C(C=C1)C)=O (3-p-tolylamino-but-2-enoic acid ethyl ester). Yield: 84.8%. As a reaction SMILES: C1(C)C=CC(S(O)(=O)=O)=CC=1.[CH3:12][C:13]1[CH:19]=[CH:18][C:16]([NH2:17])=[CH:15][CH:14]=1.[C:20]([O:26][CH2:27][CH3:28])(=[O:25])[CH2:21][C:22]([CH3:24])=O>C1C=CC=CC=1>[CH2:27]([O:26][C:20](=[O:25])[CH:21]=[C:22]([NH:17][C:16]1[CH:18]=[CH:19][C:13]([CH3:12])=[CH:14][CH:15]=1)[CH3:24])[CH3:28]. Reported procedure: p-Toluenesulfonic acid (catalytic amount) was added to a solution of p-methylaniline (10.7 g, 100 mmol) and ethyl acetoacetate (13.0 g, 110 mmol) in benzene (250 mL) at room temperature. The reaction mixture was refluxed with a Dean-Stark apparatus over night. After cooling down to room temperature, the reaction mixture was concentrated and purified by column chromatography (5% ethyl acetate in n-hexane) to give 3-p-tolylamino-but-2-enoic acid ethyl ester (18.6 g, 85% yield). Starting materials: [O-]CC.[Na+] (sodium ethoxide), C(OCC)(O[C@H]1CN2CCC1CC2)=O (ethyl (R)-quinuclidin-3-yl carbonate), C1(=CC=CC=C1)[C@@H]1NCCC2=CC=CC=C12 ((S)-1-phenyl-1,2,3,4-tetrahydroisoquinoline). The solvent is C1(=CC=CC=C1)C (toluene), CN(C)C=O (DMF). Yields the product C=1C=CC(=CC1)[C@H]2C=3C=CC=CC3CCN2C(=O)O[C@H]4CN5CCC4CC5 (solifenacin). Isolated yield 12.1%. As a reaction SMILES: [O-]CC.[Na+].[C:5](=[O:18])([O:9][C@@H:10]1[CH:15]2[CH2:16][CH2:17][N:12]([CH2:13][CH2:14]2)[CH2:11]1)OCC.[C:19]1([C@H:25]2[C:34]3[C:29](=[CH:30][CH:31]=[CH:32][CH:33]=3)[CH2:28][CH2:27][NH:26]2)[CH:24]=[CH:23][CH:22]=[CH:21][CH:20]=1>C1(C)C=CC=CC=1.CN(C=O)C>[CH:22]1[CH:21]=[CH:20][C:19]([C@@H:25]2[N:26]([C:5]([O:9][C@@H:10]3[CH:15]4[CH2:14][CH2:13][N:12]([CH2:17][CH2:16]4)[CH2:11]3)=[O:18])[CH2:27][CH2:28][C:29]3[CH:30]=[CH:31][CH:32]=[CH:33][C:34]2=3)=[CH:24][CH:23]=1 |f:0.1|. Reported procedure: In a mixture of 10 ml of toluene and 0.5 ml of DMF and in the presence of 0.21 g of sodium ethoxide, 1.00 g of ethyl (R)-quinuclidin-3-yl carbonate and 1.05 g of (S)-1-phenyl-1,2,3,4-tetrahydroisoquinoline were stirred for 7 hours while evaporating the solvent, 20 ml of toluene and 20 ml of water were added thereto, and the thus obtained organic layer was washed with 20 ml of water and then mixed with 15 ml of 1 M hydrochloric acid aqueous solution. A 30 ml portion of EtOAc and 1 M sodium hydrox... Starting materials: C(=O)(O)C(C)N1CC(=CCC1)C1=NN=NN1 (5-(1-Carboxyethyl-1,2,5,6-tetrahydro-3-pyridyl)-tetrazole), C(C)I (ethyl iodide). Yields the product C(C)N1N=C(N=N1)C=1CN(CCC1)C(C)C(=O)O (2-Ethyl-5-(1-carboxyethyl-1,2,5,6-tetrahydro-3-pyridyl)-2H-tetrazole). As a reaction SMILES: [C:1]([CH:4]([N:6]1[CH2:11][CH2:10][CH:9]=[C:8]([C:12]2[NH:16][N:15]=[N:14][N:13]=2)[CH2:7]1)[CH3:5])([OH:3])=[O:2].[CH2:17](I)[CH3:18]>>[CH2:17]([N:14]1[N:15]=[N:16][C:12]([C:8]2[CH2:7][N:6]([CH:4]([C:1]([OH:3])=[O:2])[CH3:5])[CH2:11][CH2:10][CH:9]=2)=[N:13]1)[CH3:18]. Reported procedure: The title compound was prepared by treating 5 (5.97 g, 0.027 mol) with ethyl iodide instead of methyl iodide as described in Example 5. Yield: 4.14 g (0.0164 mol, 61%) as an oil. Starting materials: C1(=CC=CC=C1)N1CCNCC1 (1-phenylpiperazine), C1(=C(C=CC=C1)CN1CCN(CC1)C1=CC=CC=C1)C1=CC=CC=C1 (1-(biphenyl-2-ylmethyl)-4-phenylpiperazine), C1(=CC(=CC=C1)C=O)C1=CC=CC=C1 (biphenyl-3-carbaldehyde), [BH-](OC(=O)C)(OC(=O)C)OC(=O)C.[Na+] (NaBH(OAc)3). Product: C1(=CC(=CC=C1)CN1CCN(CC1)C1=CC=CC=C1)C1=CC=CC=C1 (1-(biphenyl-3-ylmethyl)-4-phenylpiperazine). RXN SMILES: [C:1]1([N:7]2[CH2:12][CH2:11][NH:10][CH2:9][CH2:8]2)[CH:6]=[CH:5][CH:4]=[CH:3][CH:2]=1.[C:13]1([C:21]2[CH:26]=[CH:25][CH:24]=[CH:23][CH:22]=2)[CH:18]=[CH:17][CH:16]=[C:15]([CH:19]=O)[CH:14]=1.[BH-](OC(C)=O)(OC(C)=O)OC(C)=O.[Na+].C1(C2C=CC=CC=2)C=CC=CC=1CN1CCN(C2C=CC=CC=2)CC1>>[C:13]1([C:21]2[CH:22]=[CH:23][CH:24]=[CH:25][CH:26]=2)[CH:18]=[CH:17][CH:16]=[C:15]([CH2:19][N:10]2[CH2:11][CH2:12][N:7]([C:1]3[CH:6]=[CH:5][CH:4]=[CH:3][CH:2]=3)[CH2:8][CH2:9]2)[CH:14]=1 |f:2.3|. Reported procedure: 48.6 mg of the target compound (0.15 mmol, 18.3%) was obtained using 1-phenylpiperazine (266 mg, 1.64 mmol), biphenyl-3-carbaldehyde (150 mg, 0.82 mmol) and NaBH(OAc)3 (529 mg, 2.46 mmol) according to the synthesis method of Compound 1. Reactants: FC1=CC=C(C=C1)C1=C2CC(NC2=CC=C1)=O (4-(4-fluoro-phenyl)-1,3-dihydro-indol-2-one), C[C@@H]1CN(C[C@@H](N1)C)C(=O)C=1C(=C(NC1)C=O)C (4-[(cis)-3,5-dimethyl-piperazine-1-carbonyl]-3-methyl-1H-pyrrole-2-carbaldehyde). Reagents/catalysts: N1CCCCC1 (piperidine). Run in C(C)O (ethanol). Conditions: time 3 day. Yields the product C[C@@H]1CN(C[C@@H](N1)C)C(=O)C=1C(=C(NC1)C=C1C(NC2=CC=CC(=C12)C1=CC=C(C=C1)F)=O)C (3-{4-((cis)-3,5-dimethyl-piperazine-1-carbonyl]-3-methyl-1H-pyrrol-2-ylmethylene}-4-(4-fluoro-phenyl)-1,3-dihydro-indol-2-one). Isolated yield 50.4%. Reaction SMILES: [F:1][C:2]1[CH:7]=[CH:6][C:5]([C:8]2[CH:16]=[CH:15][CH:14]=[C:13]3[C:9]=2[CH2:10][C:11](=[O:17])[NH:12]3)=[CH:4][CH:3]=1.[CH3:18][C@H:19]1[NH:24][C@@H:23]([CH3:25])[CH2:22][N:21]([C:26]([C:28]2[C:29]([CH3:35])=[C:30]([CH:33]=O)[NH:31][CH:32]=2)=[O:27])[CH2:20]1>C(O)C.N1CCCCC1>[CH3:25][C@H:23]1[NH:24][C@@H:19]([CH3:18])[CH2:20][N:21]([C:26]([C:28]2[C:29]([CH3:35])=[C:30]([CH:33]=[C:10]3[C:9]4[C:13](=[CH:14][CH:15]=[CH:16][C:8]=4[C:5]4[CH:4]=[CH:3][C:2]([F:1])=[CH:7][CH:6]=4)[NH:12][C:11]3=[O:17])[NH:31][CH:32]=2)=[O:27])[CH2:22]1. Reported procedure: To a solution of 4-(4-fluoro-phenyl)-1,3-dihydro-indol-2-one (56.8 mg, 0.25 mmol) and 4-[(cis)-3,5-dimethyl-piperazine-1-carbonyl]-3-methyl-1H-pyrrole-2-carbaldehyde (64.8 mg, 0.26 mmol) in ethanol (2 mL) was added piperidine (3 drops). The reaction mixture was stirred at room temperature for three days. A yellow solid product was precipitated out, filtered, washed by ethanol for three times, and dried under high vacuum to provide pure product 3-{4-((cis)-3,5-dimethyl-piperazine-1-carbonyl]-3-me...